Dataset: the Open Reaction Database (ORD), a public repository of structured organic reaction records. Task: describe an organic reaction: reactants, conditions, products, and yield The reactants are CC1=C(N=C(O1)C1=CC=CC=C1)CCOC1=CC=C(C=C1)CCCC1OCCCO1 (2-[3-[4-[2-(5-methyl-2-phenyl-4-oxazolyl)ethoxy]phenyl]propyl]-1,3-dioxane), O1C(NC(C1)=O)=O (2,4-oxazolidinedione), N1CCCCC1 (piperidine). Solvent: C(C)(=O)O (acetic acid). Product: CC1=C(N=C(O1)C1=CC=CC=C1)CCOC1=CC=C(C=C1)CCCC=C1C(NC(O1)=O)=O (5-[4-[4-[2-(5-methyl-2-phenyl-4-oxazolyl)ethoxy]phenyl]butylidene]-2,4-oxazolidinedione). Isolated yield 25.9%. Reaction SMILES: [CH3:1][C:2]1[O:6][C:5]([C:7]2[CH:12]=[CH:11][CH:10]=[CH:9][CH:8]=2)=[N:4][C:3]=1[CH2:13][CH2:14][O:15][C:16]1[CH:21]=[CH:20][C:19]([CH2:22][CH2:23][CH2:24][CH:25]2OCCCO2)=[CH:18][CH:17]=1.[O:31]1[CH2:35][C:34](=[O:36])[NH:33][C:32]1=[O:37].N1CCCCC1>C(O)(=O)C>[CH3:1][C:2]1[O:6][C:5]([C:7]2[CH:8]=[CH:9][CH:10]=[CH:11][CH:12]=2)=[N:4][C:3]=1[CH2:13][CH2:14][O:15][C:16]1[CH:17]=[CH:18][C:19]([CH2:22][CH2:23][CH2:24][CH:25]=[C:35]2[O:31][C:32](=[O:37])[NH:33][C:34]2=[O:36])=[CH:20][CH:21]=1. Procedure details: A mixture of 2-[3-[4-[2-(5-methyl-2-phenyl-4-oxazolyl)ethoxy]phenyl]propyl]-1,3-dioxane (2.0 g), 2,4-oxazolidinedione (0.99 g), piperidine (0.21 g) and acetic acid (50 ml) was heated for 24 hours under reflux. The reaction mixture was concentrated under reduced pressure, to which was added ethyl acetate. The ethyl acetate layer was washed with an aqueous solution of sodium hydrogencarbonate, 2N HCl and water, successively, which was then dried (MgSO4), followed by concentration. The concentrate ... Reactants: FC=1C=C(C=C(C1)F)NC(C(C(=O)OCC)C)=O (ethyl 3-(3,5-difluorophenylamino)-2-methyl-3-oxopropanoate), [OH-].[Na+] (sodium hydroxide). The solvent is O (water), C1CCOC1 (THF). RXN SMILES: [F:1][C:2]1[CH:3]=[C:4]([NH:9][C:10](=[O:18])[CH:11]([CH3:17])[C:12]([O:14]CC)=[O:13])[CH:5]=[C:6]([F:8])[CH:7]=1.[OH-].[Na+]>C1COCC1.O>[F:1][C:2]1[CH:3]=[C:4]([NH:9][C:10](=[O:18])[CH:11]([CH3:17])[C:12]([OH:14])=[O:13])[CH:5]=[C:6]([F:8])[CH:7]=1 |f:1.2|. Reaction conditions: time 2 hour. The product is FC=1C=C(C=C(C1)F)NC(C(C(=O)O)C)=O (3-(3,5-difluorophenylamino)-2-methyl-3-oxopropanoic acid). Reported procedure: Prepared according to Procedure B using ethyl 3-(3,5-difluorophenylamino)-2-methyl-3-oxopropanoate (11.4 g, 44.3 mmol; described herein) in THF (40 mL), and sodium hydroxide (1.22 g, 53.2 mmol) in water (10 mL). The reaction was stirred at rt for 2 h, affording 3-(3,5-difluorophenylamino)-2-methyl-3-oxopropanoic acid. Mass Spectrum (ESI) m/e=230.0 (M+1). Reactants: C=CC1CC1(NC(=O)C1CC(Oc2cc(-c3ccccc3)nc3cc(OC)ccc23)CC1C(=O)NC(C(=O)NC(C(=O)NC)C1CCCCC1)C(C)(C)C)C(=O)OCC, C1CCOC1, CO, Cl, [Li+], [OH-], O. Product: C=CC1CC1(NC(=O)C1CC(Oc2cc(-c3ccccc3)nc3cc(OC)ccc23)CC1C(=O)NC(C(=O)NC(C(=O)NC)C1CCCCC1)C(C)(C)C)C(=O)O. As a reaction SMILES: [CH2:1]([CH3:2])[O:3][C:4](=[O:5])[C:6]1([NH:11][C:12](=[O:13])[CH:14]2[CH:15]([C:38]([NH:39][CH:40]([C:41]([CH3:42])([CH3:43])[CH3:44])[C:45]([NH:46][CH:47]([C:48]([NH:49][CH3:50])=[O:51])[CH:52]3[CH2:53][CH2:54][CH2:55][CH2:56][CH2:57]3)=[O:58])=[O:59])[CH2:16][CH:17]([O:19][c:20]3[cH:21][c:22](-[c:32]4[cH:33][cH:34][cH:35][cH:36][cH:37]4)[n:23][c:24]4[cH:25][c:26]([O:30][CH3:31])[cH:27][cH:28][c:29]34)[CH2:18]2)[CH:7]([CH:9]=[CH2:10])[CH2:8]1.[CH2:63]1[O:64][CH2:65][CH2:66][CH2:67]1.[CH3:68][OH:69].[ClH:62].[Li+:61].[OH-:60].[OH2:70]>>[O:3]=[C:4]([OH:5])[C:6]1([NH:11][C:12](=[O:13])[CH:14]2[CH:15]([C:38]([NH:39][CH:40]([C:41]([CH3:42])([CH3:43])[CH3:44])[C:45]([NH:46][CH:47]([C:48]([NH:49][CH3:50])=[O:51])[CH:52]3[CH2:53][CH2:54][CH2:55][CH2:56][CH2:57]3)=[O:58])=[O:59])[CH2:16][CH:17]([O:19][c:20]3[cH:21][c:22](-[c:32]4[cH:33][cH:34][cH:35][cH:36][cH:37]4)[n:23][c:24]4[cH:25][c:26]([O:30][CH3:31])[cH:27][cH:28][c:29]34)[CH2:18]2)[CH:7]([CH:9]=[CH2:10])[CH2:8]1. Starting materials: [Li]CCCC, CN(C)C=O, CCCCCC, Cc1oc(-c2ccccc2)nc1CCOc1ccc(I)cn1, C1CCOC1. Product: Cc1oc(-c2ccccc2)nc1CCOc1ccc(C=O)cn1. As a reaction SMILES: [CH2:23]([Li:24])[CH2:25][CH2:26][CH3:27].[CH3:28][N:29]([CH:30]=[O:31])[CH3:32].[CH3:38][CH2:39][CH2:40][CH2:41][CH2:42][CH3:43].[I:1][c:2]1[cH:3][cH:4][c:5]([O:8][CH2:9][CH2:10][c:11]2[n:12][c:13](-[c:17]3[cH:18][cH:19][cH:20][cH:21][cH:22]3)[o:14][c:15]2[CH3:16])[n:6][cH:7]1.[O:33]1[CH2:34][CH2:35][CH2:36][CH2:37]1>>[c:2]1([CH:30]=[O:31])[cH:3][cH:4][c:5]([O:8][CH2:9][CH2:10][c:11]2[n:12][c:13](-[c:17]3[cH:18][cH:19][cH:20][cH:21][cH:22]3)[o:14][c:15]2[CH3:16])[n:6][cH:7]1.